describe an organic reaction: reactants, conditions, products, and yield From a dataset of the Open Reaction Database (ORD), a public repository of structured organic reaction records. The reactants are C1=NC=CC2=CC(=CC=C12)C1=CC(=NO1)N (5-(isoquinolin-6-yl)isoxazol-3-amine), [Li+].C[Si](C)(C)[N-][Si](C)(C)C (LiHMDS), N1(N=NC2=C1C=CC=C2)C(=O)OCC=C (Allyl 1H-benzo[d][1,2,3]triazole-1-carboxylate). The solvent is CN(C)C=O (DMF). Conditions: time 20 minute. The product is C1=NC=CC2=CC(=CC=C12)C1=CC(=NO1)NC(OCC=C)=O (allyl 5-(isoquinolin-6-yl)isoxazol-3-ylcarbamate). Isolated yield 53.2%. As a reaction SMILES: [CH:1]1[C:10]2[C:5](=[CH:6][C:7]([C:11]3[O:15][N:14]=[C:13]([NH2:16])[CH:12]=3)=[CH:8][CH:9]=2)[CH:4]=[CH:3][N:2]=1.[Li+].C[Si]([N-][Si](C)(C)C)(C)C.N1([C:36]([O:38][CH2:39][CH:40]=[CH2:41])=[O:37])C2C=CC=CC=2N=N1>CN(C=O)C>[CH:1]1[C:10]2[C:5](=[CH:6][C:7]([C:11]3[O:15][N:14]=[C:13]([NH:16][C:36](=[O:37])[O:38][CH2:39][CH:40]=[CH2:41])[CH:12]=3)=[CH:8][CH:9]=2)[CH:4]=[CH:3][N:2]=1 |f:1.2|. Procedure: To a solution of 5-(isoquinolin-6-yl)isoxazol-3-amine (0.10 g, 0.47 mmol) in 4 mL of DMF at 0° C. was added LiHMDS (0.57 mL, 1.0 M in THF). The mixture was stirred for 20 minutes. Allyl 1H-benzo[d][1,2,3]triazole-1-carboxylate (0.14 g, 0.71 mmol) (prepared as described by Katritzky, A. et al. J. Phys. Org. Chem. 1993, 6(10), 567-73 which is hereby incorporated by reference for all purposes as if specifically set forth herein) was added to the mixture. The mixture was stirred for 20 minutes. The ... Reactants: C(=O)([O-])[O-].[Cs+].[Cs+] (Cs2CO3), CC1(OB(OC1(C)C)C=1C=CC=NC1)C (5-(4,4,5,5-tetramethyl-1,3,2-dioxaborolan-2-yl)pyridine), BrC1=CC(=C(C=C1)CC(=O)NC1=CC(=C(C=C1)CN1CCN(CC1)CC)C(F)(F)F)F (2-(4-bromo-2-fluorophenyl)-N-(4-((4-ethylpiperazin-1-yl)methyl)-3-(trifluoromethyl)phenyl)acetamide). Reagents/catalysts: C1=CC=C(C=C1)P([C-]2C=CC=C2)C3=CC=CC=C3.C1=CC=C(C=C1)P([C-]2C=CC=C2)C3=CC=CC=C3.Cl[Pd]Cl.[Fe+2] (PdCl2(dppf)). The solvent is O1CCOCC1 (1,4-dioxane), O (H2O), O1CCOCC1 (1,4-dioxane), O (H2O). Run at time 30 minute. The product is C(C)N1CCN(CC1)CC1=C(C=C(C=C1)NC(C)=O)C(F)(F)F (N-(4-((4-ethylpiperazin-1-yl)methyl)-3-(trifluoromethyl)phenyl) acetamide). Isolated yield 72.4%. Reaction SMILES: BrC1C=CC([CH2:8][C:9]([NH:11][C:12]2[CH:17]=[CH:16][C:15]([CH2:18][N:19]3[CH2:24][CH2:23][N:22]([CH2:25][CH3:26])[CH2:21][CH2:20]3)=[C:14]([C:27]([F:30])([F:29])[F:28])[CH:13]=2)=[O:10])=C(F)C=1.CC1(C)C(C)(C)OB(C2C=CC=NC=2)O1.C([O-])([O-])=O.[Cs+].[Cs+]>O1CCOCC1.O.C1C=CC(P(C2C=CC=CC=2)[C-]2C=CC=C2)=CC=1.C1C=CC(P(C2C=CC=CC=2)[C-]2C=CC=C2)=CC=1.Cl[Pd]Cl.[Fe+2]>[CH2:25]([N:22]1[CH2:23][CH2:24][N:19]([CH2:18][C:15]2[CH:16]=[CH:17][C:12]([NH:11][C:9](=[O:10])[CH3:8])=[CH:13][C:14]=2[C:27]([F:29])([F:28])[F:30])[CH2:20][CH2:21]1)[CH3:26] |f:2.3.4,7.8.9.10|. Reported procedure: A suspension of 2-(4-bromo-2-fluorophenyl)-N-(4-((4-ethylpiperazin-1-yl)methyl)-3-(trifluoromethyl)phenyl)acetamide (413 mg, 0.822 mmol) in 1,4-dioxane (3 mL) and H2O (1 mL) was added to a solution of 3-ethoxy-2-(4-methoxybenzyl)oxy)-5-(4,4,5,5-tetramethyl-1,3,2-dioxaborolan-2-yl)pyridine (317 mg, 0.822 mmol) in 1,4-dioxane (3 mL) and H2O (1 mL). PdCl2(dppf) (60.2 mg, 0.082 mmol) and Cs2CO3 (536 mg, 1.644 mmol) were added and the mixture was at 110° C. for 30 min in a microwave. The mixture was ...